Dataset: the Open Reaction Database (ORD), a public repository of structured organic reaction records. Task: describe an organic reaction: reactants, conditions, products, and yield Starting materials: C(C)(=O)OCC (ethyl acetate), C([O-])([O-])=O.[K+].[K+] (potassium carbonate), C(C)(C)(C)OC(=O)NC=1C=C(C=NC1)C(=O)OC (methyl 5-tert-butoxycarbonylamino-3-pyridinecarboxylate), Cl (hydrochloric acid). The solvent is O (water), CO (methanol). Conditions: temperature 40 celsius, time 1 hour. The product is NC=1C=C(C=NC1)C(=O)OC (methyl 5-amino-3-pyridinecarboxylate). Isolated yield 59.0%. Reaction SMILES: C(OC([NH:8][C:9]1[CH:10]=[C:11]([C:15]([O:17][CH3:18])=[O:16])[CH:12]=[N:13][CH:14]=1)=O)(C)(C)C.Cl.C(OCC)(=O)C.C(=O)([O-])[O-].[K+].[K+]>CO.O>[NH2:8][C:9]1[CH:10]=[C:11]([C:15]([O:17][CH3:18])=[O:16])[CH:12]=[N:13][CH:14]=1 |f:3.4.5|. Reported procedure: A mixture of methyl 5-tert-butoxycarbonylamino-3-pyridinecarboxylate (5.7 g) and conc. hydrochloric acid (11.4 ml) in methanol (57 ml) was stirred for 1 hour at 40° C. After being cooled to room temperature, the reaction mixture was poured into a mixture of ethyl acetate (100 ml) and water (50 ml) under stirring, and adjusted to pH 9.0 with 10% potassium carbonate aqueous solution. The organic layer was washed with brine and dried over magnesium sulfate. The solvent was evaporated in vacuo and t... Starting materials: CC(C)(C)[Si](C)(C)Oc1ccc(C2CCC(=O)CC2)c(O[Si](C)(C)C(C)(C)C)c1, ClCCl, NCc1ccccc1. Yields the product CC(C)(C)[Si](C)(C)Oc1ccc(C2CCC(=NCc3ccccc3)CC2)c(O[Si](C)(C)C(C)(C)C)c1. Reaction SMILES: [C:1]([CH3:2])([CH3:3])([CH3:4])[Si:5]([O:6][c:7]1[c:8]([CH:21]2[CH2:22][CH2:23][C:24](=[O:27])[CH2:25][CH2:26]2)[cH:9][cH:10][c:11]([O:13][Si:14]([CH3:15])([CH3:16])[C:17]([CH3:18])([CH3:19])[CH3:20])[cH:12]1)([CH3:28])[CH3:29].[Cl:38][CH2:39][Cl:40].[NH2:30][CH2:31][c:32]1[cH:33][cH:34][cH:35][cH:36][cH:37]1>>[C:1]([CH3:2])([CH3:3])([CH3:4])[Si:5]([O:6][c:7]1[c:8]([CH:21]2[CH2:22][CH2:23][C:24](=[N:30][CH2:31][c:32]3[cH:33][cH:34][cH:35][cH:36][cH:37]3)[CH2:25][CH2:26]2)[cH:9][cH:10][c:11]([O:13][Si:14]([CH3:15])([CH3:16])[C:17]([CH3:18])([CH3:19])[CH3:20])[cH:12]1)([CH3:28])[CH3:29]. The reactants are CN1CCC(CO)CC1, Cl, CCCCNc1nc(N)nc(C)c1Cc1cc(CC(=O)OC)ccc1OC, C1COCCO1. The product is CCCCNc1nc(N)nc(C)c1Cc1cc(CC(=O)OCC2CCN(C)CC2)ccc1OC. RXN SMILES: [CH3:29][N:30]1[CH2:31][CH2:32][CH:33]([CH2:36][OH:37])[CH2:34][CH2:35]1.[ClH:1].[NH2:2][c:3]1[n:4][c:5]([CH3:28])[c:6]([CH2:14][c:15]2[cH:16][c:17]([CH2:23][C:24](=[O:25])[O:26][CH3:27])[cH:18][cH:19][c:20]2[O:21][CH3:22])[c:7]([NH:9][CH2:10][CH2:11][CH2:12][CH3:13])[n:8]1.[O:38]1[CH2:39][CH2:40][O:41][CH2:42][CH2:43]1>>[NH2:2][c:3]1[n:4][c:5]([CH3:28])[c:6]([CH2:14][c:15]2[cH:16][c:17]([CH2:23][C:24](=[O:25])[O:26][CH2:27][CH:33]3[CH2:32][CH2:31][N:30]([CH3:29])[CH2:35][CH2:34]3)[cH:18][cH:19][c:20]2[O:21][CH3:22])[c:7]([NH:9][CH2:10][CH2:11][CH2:12][CH3:13])[n:8]1.